Dataset: the Open Reaction Database (ORD), a public repository of structured organic reaction records. Task: describe an organic reaction: reactants, conditions, products, and yield Reactants: ClCCCCC(=O)C(C=C)N (5-chloro-valeroyl-amino-2-propene), C[Si](C)(C)[N-][Si](C)(C)C.[Na+] (NaN(TMS)2), C1CCOC1 (THF). Product: ethyl acetate hexanes, C=C(C)N1C(CCCC1)=O (1-(propen-2-yl)-2-piperidone). Isolated yield 72.0%. RXN SMILES: ClCCCC[C:6]([CH:8]([NH2:11])[CH:9]=C)=O.[CH3:12][Si]([N-][Si](C)(C)C)(C)C.[Na+].[CH2:22]1[CH2:26][O:25][CH2:24][CH2:23]1>>[CH2:6]=[C:8]([N:11]1[CH2:12][CH2:26][CH2:22][CH2:23][C:24]1=[O:25])[CH3:9] |f:1.2|. Procedure details: To a stirred solution of 26 (2.0 g, 11 mmol) in THF (110 mL) at -78° C. was added NaN(TMS)2 (1.0M in THF, 11 mL) in a stream followed by removal of the cooling bath. After 1.5 hours the reaction mixture was diluted with ethyl acetate and then washed with water, 5% KHSO4 and brine, dried (MgSO4), and concentrated. Flash chromatography (silica gel, 60% ethyl acetate/hexanes) gave 27 (1.1 g, 72%) as an oil. The reactants are CO (methanol), solution, ClC1=CC=2CC3=CC=CC=C3C2C=C1 (2-chlorofluorene). Solvent: N1=CC=CC=C1 (pyridine), N1=CC=CC=C1 (pyridine), O=O (oxygen). Product: ClC1=CC=2C(C3=CC=CC=C3C2C=C1)=O (2--Chloro-9-fluorenone). As a reaction SMILES: C[OH:2].[Cl:3][C:4]1[CH:16]=[CH:15][C:14]2[C:13]3[C:8](=[CH:9][CH:10]=[CH:11][CH:12]=3)[CH2:7][C:6]=2[CH:5]=1>N1C=CC=CC=1.O=O>[Cl:3][C:4]1[CH:16]=[CH:15][C:14]2[C:13]3[C:8](=[CH:9][CH:10]=[CH:11][CH:12]=3)[C:7](=[O:2])[C:6]=2[CH:5]=1. Reported procedure: A methanol free, 40% solution of Triton B in pyridine (8 mL) was added to a stirred, room temperature solution of commercially available (Alpha) 2-chlorofluorene (17) (42 g, 0.21 mmoL) in pyridine (257 mL) and oxygen was bubbled through the mixture at a moderate rate for 18 h. The majority of the pyridine was then removed on the rotary evaporator at reduced pressure and 5% aqueous hydrochloric acid (500 mL) was added to the residue. The solid was collected by filtration and washed with 5% aqueou... The reactants are [BH4-].[Na+] (sodium borohydride), C(OC)(OC)OC (trimethyl orthoformate), N1C(=NC=C1)C=O (2-imidazole carboxaldehyde), C(CC)N(CCCCNC(=O)C=1N=C2N(CC(CC2)CN)C1)CCC (6-aminomethyl-5,6,7,8-tetrahydro-imidazo[1,2-a]pyridine-2-carboxylic acid-(4-dipropylamino-butyl)-amide). Run in CO (methanol), O (water). Conditions: time 3 hour. The product is C(CC)N(CCCCNC(=O)C=1N=C2N(CC(CC2)CNCC=2NC=CN2)C1)CCC (6-{[(1H-imidazol-2-ylmethyl)-amino]-methyl}-5,6,7,8-tetrahydro-imidazo[1,2-a]pyridine-2-carboxylic acid-(4-dipropylamino-butyl)-amide). The yield is 87.7%. As a reaction SMILES: [CH2:1]([N:4]([CH2:23][CH2:24][CH3:25])[CH2:5][CH2:6][CH2:7][CH2:8][NH:9][C:10]([C:12]1[N:13]=[C:14]2[CH2:19][CH2:18][CH:17]([CH2:20][NH2:21])[CH2:16][N:15]2[CH:22]=1)=[O:11])[CH2:2][CH3:3].C(OC)(OC)OC.[NH:33]1[CH:37]=[CH:36][N:35]=[C:34]1[CH:38]=O.[BH4-].[Na+]>CO.O>[CH2:23]([N:4]([CH2:1][CH2:2][CH3:3])[CH2:5][CH2:6][CH2:7][CH2:8][NH:9][C:10]([C:12]1[N:13]=[C:14]2[CH2:19][CH2:18][CH:17]([CH2:20][NH:21][CH2:38][C:34]3[NH:33][CH:37]=[CH:36][N:35]=3)[CH2:16][N:15]2[CH:22]=1)=[O:11])[CH2:24][CH3:25] |f:3.4|. Reported procedure: The compound (28.3 mg) obtained in Example 19-3 was dissolved in methanol (1.0 ml) and added with trimethyl orthoformate (0.030 ml) and 2-imidazole carboxaldehyde (11.7 mg), and the whole was stirred at room temperature for 3 hours. After having been cooled to 0° C., the solution was added with sodium borohydride (4.6 mg) and the whole was warmed to room temperature and stirred for additional 15 minutes. The resultant was added with water to stop the reaction and subjected to extraction with chl... The reactants are C(C)(=O)NC=1C(=C(C(C(=O)OC)=CC1)C(=O)OC)[N+](=O)[O-] (dimethyl 4-acetamido-3-nitrophthalate). The reagents and catalysts are [Pt] (platinum on carbon). Solvent: CO (methanol), C(C)(=O)O (acetic acid), C1(=CC=CC=C1)C (toluene). Product: CC=1NC=2C(N1)=CC=C(C2C(=O)OC)C(=O)OC (Dimethyl 2-methyl-4,5-benzimidazoledicarboxylate). Yield: 60.1%. As a reaction SMILES: [C:1]([NH:4][C:5]1[C:6]([N+:19]([O-])=O)=[C:7]([C:15]([O:17][CH3:18])=[O:16])[C:8](=[CH:13][CH:14]=1)[C:9]([O:11][CH3:12])=[O:10])(=O)[CH3:2]>CO.[Pt].C(O)(=O)C.C1(C)C=CC=CC=1>[CH3:2][C:1]1[NH:19][C:6]2[C:5](=[CH:14][CH:13]=[C:8]([C:9]([O:11][CH3:12])=[O:10])[C:7]=2[C:15]([O:17][CH3:18])=[O:16])[N:4]=1. Procedure details: A mixture of dimethyl 4-acetamido-3-nitrophthalate (142.1 g, 0.480 mol) in methanol with 5% platinum on carbon catalyst is hydrogenated on a Parr hydrogenator at room temperature. The reaction mixtures is filtered through diatomaceous earth and concentrated in vacuo to afford a solid residue. This solid is dispersed in glacial acetic acid and toluene, and heated with stirring at reflux temperatures for 4 hours with azeotropic removal of water. The resultant hot reaction mixture is slowly added t...